From a dataset of the Open Reaction Database (ORD), a public repository of structured organic reaction records. describe an organic reaction: reactants, conditions, products, and yield Starting materials: CC(Br)C(=O)OC(C)(C)C, O=C([O-])[O-], CC(C)=O, [K+], [K+], CS(=O)(=O)CCOC(=O)C(=NO)c1csc(N)n1, O. Yields the product CC(ON=C(C(=O)OCCS(C)(=O)=O)c1csc(N)n1)C(=O)OC(C)(C)C. Reaction SMILES: [Br:19][CH:20]([C:21](=[O:22])[O:23][C:24]([CH3:25])([CH3:26])[CH3:27])[CH3:28].[C:30](=[O:31])([O-:32])[O-:33].[CH3:36][C:37](=[O:38])[CH3:39].[K+:34].[K+:35].[NH2:1][c:2]1[s:3][cH:4][c:5]([C:7]([C:8](=[O:9])[O:10][CH2:11][CH2:12][S:13](=[O:14])(=[O:15])[CH3:16])=[N:17][OH:18])[n:6]1.[OH2:29]>>[NH2:1][c:2]1[s:3][cH:4][c:5]([C:7]([C:8](=[O:9])[O:10][CH2:11][CH2:12][S:13](=[O:14])(=[O:15])[CH3:16])=[N:17][O:18][CH:20]([C:21](=[O:22])[O:23][C:24]([CH3:25])([CH3:26])[CH3:27])[CH3:28])[n:6]1. The reactants are ClC=1OC(=CN1)C=1C=C(C=NC1)N1C(C=CC=C1)=O (5′-(2-Chloro-oxazol-5-yl)-[1,3′]bipyridinyl-2-one), COC=1C=CC(=C(N)C1)C (5-methoxy-2-methylaniline). The solvent is CC(C)O (iPrOH). The product is COC=1C=CC(=C(C1)NC=1OC(=CN1)C=1C=C(C=NC1)N1C(C=CC=C1)=O)C (5′-[2-(5-Methoxy-2-methyl-phenylamino)-oxazol-5-yl]-[1,3′]bipyridinyl-2-one). Reaction SMILES: Cl[C:2]1[O:3][C:4]([C:7]2[CH:8]=[C:9]([N:13]3[CH:18]=[CH:17][CH:16]=[CH:15][C:14]3=[O:19])[CH:10]=[N:11][CH:12]=2)=[CH:5][N:6]=1.[CH3:20][O:21][C:22]1[CH:23]=[CH:24][C:25]([CH3:29])=[C:26]([CH:28]=1)[NH2:27]>CC(O)C>[CH3:20][O:21][C:22]1[CH:23]=[CH:24][C:25]([CH3:29])=[C:26]([NH:27][C:2]2[O:3][C:4]([C:7]3[CH:8]=[C:9]([N:13]4[CH:18]=[CH:17][CH:16]=[CH:15][C:14]4=[O:19])[CH:10]=[N:11][CH:12]=3)=[CH:5][N:6]=2)[CH:28]=1. Procedure: 5′-[2-(5-Methoxy-2-methyl-phenylamino)-oxazol-5-yl]-[1,3′]bipyridinyl-2-one 221 was prepared as described for I-f above from 5′-(2-Chloro-oxazol-5-yl)-[1,3′]bipyridinyl-2-one VIII-c (68 mg, 0.250 mmol), and 5-methoxy-2-methylaniline (35 mg, 0.250 mmol) in iPrOH (3 mL) to afford the title compound 221 after column chromatography (SiO2; eluting with 2% to 5% EtOH in DCM) as an orange solid (28 mg, 30%). (300 MHz, CDCl3) δ 8.83 (d, J=1.9 Hz, 1H), 8.45 (d, J=2.3 Hz, 1H), 7.93 (t, J=2.1 Hz, 1H), 7.73... The reactants are [N+](=O)([O-])C(CC)C(CCCCCC1=CC=CC=C1)=O (3-Nitro-9-phenylnonan-4-one), Cl (HCl), N#CN (cyanamide). Reagents/catalysts: [Pd] (palladium). Yields the product C(C)C1=C(N=C(N1)N)CCCCCC1=CC=CC=C1 (5-ethyl-4-(5-phenylpentyl)-1H-imidazol-2-amine). As a reaction SMILES: [N+:1]([CH:4]([C:7](=O)[CH2:8][CH2:9][CH2:10][CH2:11][CH2:12][C:13]1[CH:18]=[CH:17][CH:16]=[CH:15][CH:14]=1)[CH2:5][CH3:6])([O-])=O.Cl.[N:21]#[C:22][NH2:23]>[Pd]>[CH2:5]([C:4]1[NH:1][C:22]([NH2:23])=[N:21][C:7]=1[CH2:8][CH2:9][CH2:10][CH2:11][CH2:12][C:13]1[CH:18]=[CH:17][CH:16]=[CH:15][CH:14]=1)[CH3:6]. Reported procedure: 3-Nitro-9-phenylnonan-4-one (0.050 g, 0.19 mmol) reacted with concentrated HCl (0.95 mmol) and palladium, 5 wt. % on activated carbon (0.081 g, 0.038 mmol) under H2, then reacted with cyanamide (0.040 g, 0.95 mmol) according to the general procedure. Purification by column chromatography gave 0.014 g (29%) over two steps as a yellow oil: 1H NMR (300 MHz, CD3OD) δ 7.25 (m, 2H), 7.14 (m, 3H), 2.59 (t, J=7.5 Hz, 2H), 2.42 (m, 4H), 1.63 (m, 4H), 1.28 (m, 2H), 1.13 (t, J=7.5 Hz, 3H) ppm; 13C NMR (75 ... Starting materials: OC(CC#C)CCCC (4-hydroxy-1-octyne), acetylenic hydrogen, C1(=CC=CC=C1)C(C1=CC=CC=C1)(C1=CC=CC=C1)Br (triphenylmethyl bromide), N1=CC=CC=C1 (pyridine). The solvent is O (water). The product is C1(=CC=CC=C1)C(OC(CC#C)CCCC)(C1=CC=CC=C1)C1=CC=CC=C1 (4-Triphenylmethoxy-1-Octyne). RXN SMILES: [OH:1][CH:2]([CH2:6][CH2:7][CH2:8][CH3:9])[CH2:3][C:4]#[CH:5].[C:10]1([C:16](Br)([C:23]2[CH:28]=[CH:27][CH:26]=[CH:25][CH:24]=2)[C:17]2[CH:22]=[CH:21][CH:20]=[CH:19][CH:18]=2)[CH:15]=[CH:14][CH:13]=[CH:12][CH:11]=1.N1C=CC=CC=1>O>[C:10]1([C:16]([C:23]2[CH:28]=[CH:27][CH:26]=[CH:25][CH:24]=2)([C:17]2[CH:22]=[CH:21][CH:20]=[CH:19][CH:18]=2)[O:1][CH:2]([CH2:6][CH2:7][CH2:8][CH3:9])[CH2:3][C:4]#[CH:5])[CH:15]=[CH:14][CH:13]=[CH:12][CH:11]=1. Reported procedure: A mixture of 10 g. (0.08 moles) of 4-hydroxy-1-octyne [L. Crombie and A. G. Jacklin, J. Chem. Soc., 1632 (1957)] and 30.75 g. (0.09 moles) of triphenylmethyl bromide in 85 ml. of dry pyridine is heated on the steam bath for 2 hours. The cooled mixture is treated with water and extracted with ether. The extract is washed successively with ice cold 2% hydrochloric acid, saturated sodium chloride solution, dried with magnesium sulfate, and taken to dryness. Column chromatography of the residue on F... Reaction SMILES: [F:1][C:2]([F:14])([F:13])[S:3][C:4]1[CH:9]=[CH:8][C:7](CC#N)=[CH:6][CH:5]=1.Br[CH2:16][CH2:17]Cl.[OH-:19].[Na+].O.[CH2:22]([OH:25])[CH2:23]O>[Cl-].C([N+](CC)(CC)CC)C1C=CC=CC=1>[F:14][C:2]([F:1])([F:13])[S:3][C:4]1[CH:5]=[CH:6][C:7]([C:23]2([C:22]([OH:25])=[O:19])[CH2:17][CH2:16]2)=[CH:8][CH:9]=1 |f:2.3.4,6.7|. Reported procedure: A mixture of {4-[(trifluoromethyl)thio]phenyl}acetonitrile (1.15 g, 0.00529 mol), 1-bromo-2-chloro-ethane, (880 μL, 0.010 mol), benzyltriethyl ammonium chloride (70 mg, 0.0003 mol) and 1.5 ml of 50% NaOH-water (w/w) solution was kept at 50° C. with stirring for 3 hours. LCMS data supported that the reaction was complete. To the above solution 1,2-ethanediol (10 mL, 0.2 mol) was added. The mixture was heated at 100° C. overnight. After work-up 1.2 g of solid product was obtained. LC/MS: 387.1 (M+... Reagents/catalysts: [Cl-].C(C1=CC=CC=C1)[N+](CC)(CC)CC (benzyltriethyl ammonium chloride). The product is FC(SC1=CC=C(C=C1)C1(CC1)C(=O)O)(F)F (1-{4-[(trifluoromethyl)thio]phenyl}cyclopropanecarboxylic acid). Reactants: C(CO)O (1,2-ethanediol), FC(SC1=CC=C(C=C1)CC#N)(F)F ({4-[(trifluoromethyl)thio]phenyl}acetonitrile), BrCCCl (1-bromo-2-chloro-ethane), [OH-].[Na+].O (NaOH water). Run at temperature 100 celsius, time 3 hour. The reactants are OC(C(=O)C1=CC=CC=C1)(C)C (2-hydroxy-2-methyl-1-phenyl propane-1-on), COC1=C(C(=O)P(CC(CC(C)(C)C)C)(C(C2=C(C=CC=C2OC)OC)=O)=O)C(=CC=C1)OC (bis(2,6-dimethoxy benzoyl)-2,4,4-trimethyl pentyl phosphine oxide). The product is OC1(CCCCC1)C1=C(C=CC=C1)C(=O)C1=C(C=CC=C1)C1(CCCCC1)O (1-hydroxy-cyclohexyl-phenyl-ketone), COC1=C(C(=O)P(CC(CC(C)(C)C)C)(C(C2=C(C=CC=C2OC)OC)=O)=O)C(=CC=C1)OC (bis(2,6-dimethoxy benzoyl)-2,4,4-trimethyl pentyl phosphine oxide). Reaction SMILES: O[C:2]([CH3:12])([CH3:11])[C:3]([C:5]1[CH:10]=[CH:9][CH:8]=[CH:7][CH:6]=1)=[O:4].[CH3:13][O:14][C:15]1[CH:44]=[CH:43][CH:42]=[C:41]([O:45][CH3:46])[C:16]=1[C:17]([P:19](=[O:40])([C:28](=[O:39])[C:29]1[C:34]([O:35][CH3:36])=[CH:33][CH:32]=[CH:31][C:30]=1[O:37][CH3:38])[CH2:20][CH:21]([CH3:27])[CH2:22][C:23]([CH3:26])([CH3:25])[CH3:24])=[O:18]>>[OH:14][C:15]1([C:11]2[CH:22]=[CH:21][CH:20]=[CH:12][C:2]=2[C:3]([C:5]2[CH:10]=[CH:9][CH:8]=[CH:7][C:6]=2[C:15]2([OH:14])[CH2:44][CH2:43][CH2:42][CH2:41][CH2:16]2)=[O:4])[CH2:44][CH2:43][CH2:42][CH2:41][CH2:16]1.[CH3:13][O:14][C:15]1[CH:44]=[CH:43][CH:42]=[C:41]([O:45][CH3:46])[C:16]=1[C:17]([P:19](=[O:40])([C:28](=[O:39])[C:29]1[C:30]([O:37][CH3:38])=[CH:31][CH:32]=[CH:33][C:34]=1[O:35][CH3:36])[CH2:20][CH:21]([CH3:27])[CH2:22][C:23]([CH3:26])([CH3:25])[CH3:24])=[O:18]. Procedure details: Specifically, for example, IRUGACURE-1700 (brand name, which is produced by Chiba specialty chemical Co., Ltd.) in which 2-hydroxy-2-methyl-1-phenyl propane-1-on (Dacrocur 1173, brand name, which is produced by Chiba specialty chemical Co., Ltd.) and bis(2,6-dimethoxy benzoyl)-2,4,4-trimethyl pentyl phosphine oxide (product, which is produced by Chiba specialty chemical Co., Ltd.) are mixed at a rate of 75%:25%; IRUGACURE-1800 (brand name, which is produced by Chiba specialty chemical Co., Ltd.)...